The task is: describe an organic reaction: reactants, conditions, products, and yield. This data is from the Open Reaction Database (ORD), a public repository of structured organic reaction records. Reactants: [N+](=O)([O-])C1=CC=C(S1)C=O (5-nitrothiophene-2-carboxaldehyde), C(CC#N)#N (malononitrile), OC1=C2C=CN(C2=CC=C1)C (4-hydroxy-1-methyl-indole). Product: NC=1OC2=C3C(=CC=C2C(C1C#N)C=1SC(=CC1)[N+](=O)[O-])N(C=C3)C (2-Amino-4-(5-nitro-thiophene-2-yl)-3-cyano-7-methyl-4H-pyrrolo[2,3-h]chromene), brown solid. Yield: 9.0%. As a reaction SMILES: [N+:1]([C:4]1[S:8][C:7]([CH:9]=O)=[CH:6][CH:5]=1)([O-:3])=[O:2].[C:11](#[N:15])[CH2:12][C:13]#[N:14].[OH:16][C:17]1[CH:25]=[CH:24][CH:23]=[C:22]2[C:18]=1[CH:19]=[CH:20][N:21]2[CH3:26]>>[NH2:14][C:13]1[O:16][C:17]2[C:25]([CH:9]([C:7]3[S:8][C:4]([N+:1]([O-:3])=[O:2])=[CH:5][CH:6]=3)[C:12]=1[C:11]#[N:15])=[CH:24][CH:23]=[C:22]1[N:21]([CH3:26])[CH:20]=[CH:19][C:18]=21. Procedure details: The title compound was prepared from 5-nitrothiophene-2-carboxaldehyde, malononitrile and 4-hydroxy-1-methyl-indole similar to Example 22, yielded 0.002 g (9%) of a brown solid. 1H-NMR (CDCl3): 7.70 (dd, J=17.0, 3.8 Hz, 1H), 7.12 (m, J=8.2, 4.1, 2.7 Hz, 2H), 6.99 (d, J=4.1 Hz, 1H), 6.91 (d, J=8.2 Hz, 1H), 6.56 (d, J=2.7 Hz, 1H), 5.14 (s, 1), 4.88 (brs, 2H), 3.80 (s, 3H). The reactants are BrC1=CC=C(S1)C1=NC(=CC(=C1)C1=CC(=C(C=C1)Cl)Cl)C (2-(5-bromo-thiophen-2-yl)-4-(3,4-dichloro-phenyl)-6-methyl-pyridine), NC1=NC=C(C=C1)B1OC(C(O1)(C)C)(C)C (2-amino-5-(4,4,5,5-tetramethyl-1,3,2-dioxaborolan-2-yl)pyridine). Yields the product ClC=1C=C(C=CC1Cl)C1=CC(=NC(=C1)C)C1=CC=C(S1)N1C(C=CC=C1)N (1-{5-[4-(3,4-Dichloro-phenyl)-6-methyl-pyridin-2-yl]-thiophen-2-yl}-pyridin-2-ylamine), solid. The yield is 21.0%. Reaction SMILES: Br[C:2]1[S:6][C:5]([C:7]2[CH:12]=[C:11]([C:13]3[CH:18]=[CH:17][C:16]([Cl:19])=[C:15]([Cl:20])[CH:14]=3)[CH:10]=[C:9]([CH3:21])[N:8]=2)=[CH:4][CH:3]=1.[NH2:22][C:23]1[CH:28]=[CH:27][C:26](B2OC(C)(C)C(C)(C)O2)=[CH:25][N:24]=1>>[Cl:20][C:15]1[CH:14]=[C:13]([C:11]2[CH:10]=[C:9]([CH3:21])[N:8]=[C:7]([C:5]3[S:6][C:2]([N:24]4[CH:25]=[CH:26][CH:27]=[CH:28][CH:23]4[NH2:22])=[CH:3][CH:4]=3)[CH:12]=2)[CH:18]=[CH:17][C:16]=1[Cl:19]. Reported procedure: The title compound was prepared from 2-(5-bromo-thiophen-2-yl)-4-(3,4-dichloro-phenyl)-6-methyl-pyridine (example E.87) (0.25 g, 0.626 mmol) and commercially available 2-amino-5-(4,4,5,5-tetramethyl-1,3,2-dioxaborolan-2-yl)pyridine (0.152 g, 0.689 mmol) according to the general procedure VI. Obtained as a light brown solid (0.055 g, 21%). MS (ISP) 412.1 [(M+H)+], 414.2 [(M+2+H)+] and 416.2 [(M+4+H)+]; mp 180° C. Product: CC1(c2cccs2)OCC(=O)Nc2ccc(Br)cc21. As a reaction SMILES: [Br:1][c:2]1[cH:3][c:4]([C:13]([CH3:14])([c:15]2[s:16][cH:17][cH:18][cH:19]2)[OH:20])[c:5]([NH:8][C:9]([CH2:10][Cl:11])=[O:12])[cH:6][cH:7]1.[CH2:29]1[O:30][CH2:31][CH2:32][CH2:33]1.[CH3:23][CH2:24][O:25][C:26](=[O:27])[CH3:28].[Cl-:21].[NH4+:22]>>[Br:1][c:2]1[cH:3][c:4]2[c:5]([cH:6][cH:7]1)[NH:8][C:9](=[O:12])[CH2:10][O:20][C:13]2([CH3:14])[c:15]1[s:16][cH:17][cH:18][cH:19]1. Reactants: CC(O)(c1cccs1)c1cc(Br)ccc1NC(=O)CCl, C1CCOC1, CCOC(C)=O, [Cl-], [NH4+]. The reactants are CCc1cc(C=O)c(F)c(O[Si](C)(C)C(C)(C)C)c1, CCOc1cc(CC)cc(C=O)c1F. Product: CCc1cc(C=O)c(F)c(OC)c1. As a reaction SMILES: [C:1]([Si:2]([CH3:3])([CH3:4])[O:5][c:6]1[c:7]([F:8])[c:9]([CH:15]=[O:16])[cH:10][c:11]([CH2:12][CH3:13])[cH:14]1)([CH3:17])([CH3:18])[CH3:19].[CH2:20]([CH3:21])[O:22][c:23]1[c:24]([F:33])[c:25]([CH:26]=[O:27])[cH:28][c:29]([CH2:31][CH3:32])[cH:30]1>>[CH3:20][O:22][c:23]1[c:24]([F:33])[c:25]([CH:26]=[O:27])[cH:28][c:29]([CH2:31][CH3:32])[cH:30]1. Starting materials: O=C(c1ncc[nH]1)c1ncc[nH]1, O=C=O, O=C(O)C12CC3CC(CC1C3)C2, COc1ccccc1N1CCN(CCO)CC1, ClC(Cl)Cl. Yields the product COc1ccccc1N1CCN(CCOC(=O)C23CC4CC(CC2C4)C3)CC1. As a reaction SMILES: [C:13]([c:14]1[nH:15][cH:16][cH:17][n:18]1)([c:19]1[nH:20][cH:21][cH:22][n:23]1)=[O:24].[C:25](=[O:26])=[O:27].[CH2:1]1[CH:2]2[CH2:3][C:4]3([C:10](=[O:11])[OH:12])[CH2:5][CH:6]([CH2:7][CH:8]13)[CH2:9]2.[CH3:28][O:29][c:30]1[c:31]([N:36]2[CH2:37][CH2:38][N:39]([CH2:42][CH2:43][OH:44])[CH2:40][CH2:41]2)[cH:32][cH:33][cH:34][cH:35]1.[CH:45]([Cl:46])([Cl:47])[Cl:48]>>[CH2:1]1[CH:2]2[CH2:3][C:4]3([C:10]([O:11][CH2:43][CH2:42][N:39]4[CH2:38][CH2:37][N:36]([c:31]5[c:30]([O:29][CH3:28])[cH:35][cH:34][cH:33][cH:32]5)[CH2:41][CH2:40]4)=[O:12])[CH2:5][CH:6]([CH2:7][CH:8]13)[CH2:9]2. Reactants: BrCC(=O)C1=C(C=CC=C1)I (2-bromo-1-(2-iodophenyl)ethanone), C(=O)(OC(C)(C)C)NC(=N)N (Boc-guanidine), [I-].[Na+] (sodium iodide). Run in CN(C)C=O (DMF). Run at time 72 hour. The product is C(C)(C)(C)OC(=O)N1C(=NC=C1C1=C(C=CC=C1)I)N (2-amino-5-(2-iodophenyl)imidazole-1-carboxylic acid tert-butyl ester). The yield is 57.5%. Reaction SMILES: Br[CH2:2][C:3]([C:5]1[CH:10]=[CH:9][CH:8]=[CH:7][C:6]=1[I:11])=O.[C:12]([NH:19][C:20]([NH2:22])=[NH:21])([O:14][C:15]([CH3:18])([CH3:17])[CH3:16])=[O:13].[I-].[Na+]>CN(C=O)C>[C:15]([O:14][C:12]([N:19]1[C:3]([C:5]2[CH:10]=[CH:9][CH:8]=[CH:7][C:6]=2[I:11])=[CH:2][N:21]=[C:20]1[NH2:22])=[O:13])([CH3:18])([CH3:16])[CH3:17] |f:2.3|. Procedure details: To a solution of 2-bromo-1-(2-iodophenyl)ethanone (2.70 g, 8.31 mmol) in anhydrous DMF (27 mL) was added Boc-guanidine (4.00 g, 24.9 mmol) and sodium iodide (2.47 g, 16.6 mmol). The reaction was stirred at ambient temperature for 72 hours upon which the mixture was partitioned between EtOAc (150 mL) and water (75 mL). The organic layer was successively washed with water (3×50 mL) and brine (2×50 mL) before being dried (Na2SO4) and evaporated to dryness. The resulting crude oil was purified via f... The reactants are BrBr, Br, CC(=O)Cl, CC#N, CCCCCC, [I-], Cc1cc(Br)cnc1N, [Na+]. Product: Cc1cc(Br)cnc1I. Reaction SMILES: [Br:16][Br:17].[BrH:18].[CH3:10][C:11](=[O:12])[Cl:13].[CH3:19][C:20]#[N:21].[CH3:22][CH2:23][CH2:24][CH2:25][CH2:26][CH3:27].[I-:15].[NH2:1][c:2]1[n:3][cH:4][c:5]([Br:9])[cH:6][c:7]1[CH3:8].[Na+:14]>>[c:2]1([I:15])[n:3][cH:4][c:5]([Br:9])[cH:6][c:7]1[CH3:8].